This data is from the Open Reaction Database (ORD), a public repository of structured organic reaction records. The task is: describe an organic reaction: reactants, conditions, products, and yield The reactants are C(C)(C)(C)C1=C(C=C2C(CC(OC2=C1)(COC1=CC=C(C=C1)[N+](=O)[O-])C)=O)O (7-t-butyl-6-hydroxy-2-methyl-2-(4-nitrophenoxymethyl)chroman-4-one), C(C)(=O)OC(C)=O (acetic anhydride), ice water. Solvent: N1=CC=CC=C1 (pyridine). Reaction conditions: time 1 day. The product is C(C)(=O)OC=1C=C2C(CC(OC2=CC1C(C)(C)C)(COC1=CC=C(C=C1)[N+](=O)[O-])C)=O (6-Acetoxy-7-t-butyl-2-methyl-2-(4-nitrophenoxymethyl)chroman-4-one). Reaction SMILES: [C:1]([C:5]1[CH:14]=[C:13]2[C:8]([C:9](=[O:27])[CH2:10][C:11]([CH3:26])([CH2:15][O:16][C:17]3[CH:22]=[CH:21][C:20]([N+:23]([O-:25])=[O:24])=[CH:19][CH:18]=3)[O:12]2)=[CH:7][C:6]=1[OH:28])([CH3:4])([CH3:3])[CH3:2].[C:29](OC(=O)C)(=[O:31])[CH3:30]>N1C=CC=CC=1>[C:29]([O:28][C:6]1[CH:7]=[C:8]2[C:13](=[CH:14][C:5]=1[C:1]([CH3:4])([CH3:2])[CH3:3])[O:12][C:11]([CH3:26])([CH2:15][O:16][C:17]1[CH:22]=[CH:21][C:20]([N+:23]([O-:25])=[O:24])=[CH:19][CH:18]=1)[CH2:10][C:9]2=[O:27])(=[O:31])[CH3:30]. Reported procedure: A mixture of 1.7 g of 7-t-butyl-6-hydroxy-2-methyl-2-(4-nitrophenoxymethyl)chroman-4-one (prepared as described in Preparation 53), 1 ml of acetic anhydride and 10 ml of pyridine was allowed to stand for 1 day at room temperature. The reaction mixture was then poured into ice-water, stirred for 2 hours and extracted with benzene. The benzene extract was washed with 3N aqueous hydrochloric acid, water, a saturated aqueous solution of sodium bicarbonate and water in that order, and then dried over... The reactants are C(#N)[BH3-].[Na+] (Sodium cyanoborohydride), C(C)OC(=O)C(CCC(C)C)N[C@@H](C)C(=O)N1[C@H](C(=O)O)CCC1 (N-(1-ethoxycarbonyl-4-methylpentyl)-L-alanyl-L-proline), CC(CCC(C(=O)OCC)=O)C (Ethyl 5-methyl-2-oxohexanoate), N[C@@H](C)C(=O)N1[C@H](C(=O)O)CCC1 (L-alanyl-L-proline). Solvent: C(C)O (ethanol), C(C)O (ethanol). Yields the product C(C)OC(=O)[C@H](CCC(C)C)N[C@@H](C)C(=O)N1[C@H](C(=O)O)CCC1 (N-(1(S)-Ethoxycarbonyl-4-methylpentyl)-L-alanyl-L-proline). Reaction SMILES: CC(C)CCC(=O)C(OCC)=O.N[C@H](C(N1CCC[C@H]1C(O)=O)=O)C.C([BH3-])#N.[Na+].[CH2:30]([O:32][C:33]([CH:35]([NH:41][C@H:42]([C:44]([N:46]1[CH2:53][CH2:52][CH2:51][C@H:47]1[C:48]([OH:50])=[O:49])=[O:45])[CH3:43])[CH2:36][CH2:37][CH:38]([CH3:40])[CH3:39])=[O:34])[CH3:31]>C(O)C>[CH2:30]([O:32][C:33]([C@@H:35]([NH:41][C@H:42]([C:44]([N:46]1[CH2:53][CH2:52][CH2:51][C@H:47]1[C:48]([OH:50])=[O:49])=[O:45])[CH3:43])[CH2:36][CH2:37][CH:38]([CH3:40])[CH3:39])=[O:34])[CH3:31] |f:2.3|. Procedure: Ethyl 5-methyl-2-oxohexanoate (3.44 ) and L-alanyl-L-proline (0.74 g) is stirred in 15 ml of ethanol with 6 of powdered 4 A molecular sieves. Sodium cyanoborohydride (0.23 g) in ethanol is added dropwise over the course of several hours. The ethanol is then removed under vacuum, the product is absorbed on strong acid ion-exchange resin and eluted with 2% pyridine in water to yield 1.08 g. of N-(1-ethoxycarbonyl-4-methylpentyl)-L-alanyl-L-proline. A portion is purified by LH-20 chromatography for... Reactants: COC(=O)[C@@H]1OC(OC1)COC(C1=CC=CC=C1)=O (methyl-2-(R,S)-benzoyloxymethyl-1,3-dioxolane-4-(R)-carboxylate), C1CCOC1 (THF), [OH-].[Li+] (lithium hydroxide). Solvent: O (water). Conditions: time 90 minute. Yields the product C(C1=CC=CC=C1)(=O)OC[C@H]1OC[C@@H](O1)C(=O)O ((2S,4R)-2-benzoyloxymethyl-1,3-dioxolane-4-carboxylic acid). As a reaction SMILES: C[O:2][C:3]([C@H:5]1[CH2:9][O:8][CH:7]([CH2:10][O:11][C:12](=[O:19])[C:13]2[CH:18]=[CH:17][CH:16]=[CH:15][CH:14]=2)[O:6]1)=[O:4].C1COCC1.[OH-].[Li+]>O>[C:12]([O:11][CH2:10][C@@H:7]1[O:6][C@@H:5]([C:3]([OH:4])=[O:2])[CH2:9][O:8]1)(=[O:19])[C:13]1[CH:18]=[CH:17][CH:16]=[CH:15][CH:14]=1 |f:2.3|. Procedure details: To a solution of methyl-2-(R,S)-benzoyloxymethyl-1,3-dioxolane-4-(R)-carboxylate, (411 g, 1.54 mmol, 1 eq. , 2:1 mixture of cis and trans isomers) in a 1:1 mixture of THF and water, lithium hydroxide (64.8 g, 1.54 moles, 1 eq) was added portionwise over a period of 30 min., keeping the reaction flask temperature below 30° C. After 90 min., THF was removed by vacuum and the aqueous solution was acidified to pH 2.5-3.2, by dropwise addition of 30% (w/w) sulphuric acid. The resulting solution was e... Run at temperature 130 celsius. RXN SMILES: Cl[C:2]1[CH:7]=[CH:6][N:5]=[CH:4][C:3]=1[N+:8]([O-:10])=[O:9].[CH:11]1(B(O)O)[CH2:13][CH2:12]1.C1(C)C(C)=CC=CC=1.C(=O)([O-])[O-].[K+].[K+]>CCCCCC.C1C=CC([P]([Pd]([P](C2C=CC=CC=2)(C2C=CC=CC=2)C2C=CC=CC=2)([P](C2C=CC=CC=2)(C2C=CC=CC=2)C2C=CC=CC=2)[P](C2C=CC=CC=2)(C2C=CC=CC=2)C2C=CC=CC=2)(C2C=CC=CC=2)C2C=CC=CC=2)=CC=1.C(OC(=O)C)C>[CH:11]1([C:2]2[CH:7]=[CH:6][N:5]=[CH:4][C:3]=2[N+:8]([O-:10])=[O:9])[CH2:13][CH2:12]1 |f:3.4.5,^1:40,42,61,80|. Solvent: CCCCCC (hexane), C(C)OC(C)=O (ethylacetate). Yield: 736.3%. The reactants are ClC1=C(C=NC=C1)[N+](=O)[O-] (4-Chloro-3-nitropyridine), C1(CC1)B(O)O (cyclopropyl boronic acid), C=1(C(=CC=CC1)C)C (xylene), C([O-])([O-])=O.[K+].[K+] (potassium carbonate). Reagents/catalysts: C=1C=CC(=CC1)[P](C=2C=CC=CC2)(C=3C=CC=CC3)[Pd]([P](C=4C=CC=CC4)(C=5C=CC=CC5)C=6C=CC=CC6)([P](C=7C=CC=CC7)(C=8C=CC=CC8)C=9C=CC=CC9)[P](C=1C=CC=CC1)(C=1C=CC=CC1)C=1C=CC=CC1 (Pd(PPh3)4). Procedure: 4-Chloro-3-nitropyridine (100 mg, 0.630 mmol) and cyclopropyl boronic acid (10.0 mg, 0.091 mmol) were added to a solution of xylene (3 mL) previously purged with argon (10 minutes). The reaction mixture was purged with argon for a further 15 minutes, followed by the addition of potassium carbonate (174.35 mg, 1.26 mmol) and Pd(PPh3)4 (34.5 mg, 0.063 mmol). The resulting mixture was heated to reflux at 130° C. overnight. The reaction was monitored by TLC (30% ethylacetate in hexane). The reaction... Yields the product C1(CC1)C1=C(C=NC=C1)[N+](=O)[O-] (4-cyclopropyl-3-nitropyridine). Reactants: C(C)N(CC)CC1=CC=2CN(CCC2O1)S(=O)(=O)CCCCCC1=CC=CC=C1 (N,N-Diethyl-[5-(5-phenylpentylsulfonyl)-4,5,6,7-tetrahydrofuro[3,2-c]pyridin-2-ylmethyl]amine), Cl (hydrogen chloride). Solvent: CO (methanol), CO (methanol). Product: Cl.C(C)N(CC)CC1=CC=2CN(CCC2O1)S(=O)(=O)CCCCCC1=CC=CC=C1 (N,N-diethyl-[5-(5-phenylpentylsulfonyl)-4,5,6,7-tetrahydrofuro[3,2-c]pyridin-2-ylmethyl]amine hydrochloride). Reaction SMILES: [CH2:1]([N:3]([CH2:6][C:7]1[O:15][C:14]2[CH2:13][CH2:12][N:11]([S:16]([CH2:19][CH2:20][CH2:21][CH2:22][CH2:23][C:24]3[CH:29]=[CH:28][CH:27]=[CH:26][CH:25]=3)(=[O:18])=[O:17])[CH2:10][C:9]=2[CH:8]=1)[CH2:4][CH3:5])[CH3:2].[ClH:30]>CO>[ClH:30].[CH2:1]([N:3]([CH2:6][C:7]1[O:15][C:14]2[CH2:13][CH2:12][N:11]([S:16]([CH2:19][CH2:20][CH2:21][CH2:22][CH2:23][C:24]3[CH:25]=[CH:26][CH:27]=[CH:28][CH:29]=3)(=[O:18])=[O:17])[CH2:10][C:9]=2[CH:8]=1)[CH2:4][CH3:5])[CH3:2] |f:3.4|. Procedure details: N,N-Diethyl-[5-(5-phenylpentylsulfonyl)-4,5,6,7-tetrahydrofuro[3,2-c]pyridin-2-ylmethyl]amine 0.168 g was dissolved in 2 ml of methanol; hydrogen chloride in methanol was added in excess, followed by stirring. This mixture was concentrated to yield the desired product.